describe an organic reaction: reactants, conditions, products, and yield From a dataset of the Open Reaction Database (ORD), a public repository of structured organic reaction records. Starting materials: COC(=O)C=1C(=NC2=NC(=CC=C2C1Cl)C1=NC=CC=C1C(F)(F)F)COC (4-chloro-2-methoxymethyl-7-(3-trifluoromethyl-pyridin-2-yl)-[1,8]napthyridine-3-carboxylic acid methyl ester), FC(C1=CC=C(N)C=C1)(F)F (4-trifluoromethyl aniline). Run in C(C)#N (acetonitrile). Conditions: time 8 hour. Yields the product COC(=O)C=1C(=NC2=NC(=CC=C2C1NC1=CC=C(C=C1)C(F)(F)F)C1=NC=CC=C1C(F)(F)F)COC (2-Methoxymethyl-4-(4-trifluoromethyl-phenylamino)-7-(3-trifluoromethyl-pyridin-2-yl)-[1,8]napthyridine-3-carboxylic acid methyl ester). RXN SMILES: [CH3:1][O:2][C:3]([C:5]1[C:6]([CH2:26][O:27][CH3:28])=[N:7][C:8]2[C:13]([C:14]=1Cl)=[CH:12][CH:11]=[C:10]([C:16]1[C:21]([C:22]([F:25])([F:24])[F:23])=[CH:20][CH:19]=[CH:18][N:17]=1)[N:9]=2)=[O:4].[F:29][C:30]([F:39])([F:38])[C:31]1[CH:37]=[CH:36][C:34]([NH2:35])=[CH:33][CH:32]=1>C(#N)C>[CH3:1][O:2][C:3]([C:5]1[C:6]([CH2:26][O:27][CH3:28])=[N:7][C:8]2[C:13]([C:14]=1[NH:35][C:34]1[CH:36]=[CH:37][C:31]([C:30]([F:29])([F:38])[F:39])=[CH:32][CH:33]=1)=[CH:12][CH:11]=[C:10]([C:16]1[C:21]([C:22]([F:25])([F:24])[F:23])=[CH:20][CH:19]=[CH:18][N:17]=1)[N:9]=2)=[O:4]. Procedure: Dissolve 4-chloro-2-methoxymethyl-7-(3-trifluoromethyl-pyridin-2-yl)-[1,8]napthyridine-3-carboxylic acid methyl ester (0.57 g, 1.4 mmol) and 4-trifluoromethyl aniline (234 mg, 1.53 mmol) in acetonitrile (10 mL). Stir overnight at room temperature. Remove the solvent under reduced pressure and dissolve the crude product in EtOAc (25 mL) and saturated NaHCO3 (aq) (25 mL). Remove the organic layer and dry over Na2SO4. Remove the solvent under reduced pressure and chromatograph the crude mixture on ... Reactants: FC1=C(C=O)C=CC=C1 (2-fluorobenzaldehyde), [N+](=O)([O-])CCC (nitropropane), C(C)(=O)[O-].[NH4+] (ammonium acetate), C(O)([O-])=O.[Na+] (sodium hydrogencarbonate). Solvent: C(C)(=O)O (acetic acid). Conditions: time 4 hour. The product is FC1=C(C=CC=C1)C=C(CC)[N+](=O)[O-] (1-(2-Fluorophenyl)-2-nitro-1-butene). Isolated yield 99.5%. Reaction SMILES: [F:1][C:2]1[CH:9]=[CH:8][CH:7]=[CH:6][C:3]=1[CH:4]=O.[N+:10]([CH2:13][CH2:14][CH3:15])([O-:12])=[O:11].C([O-])(=O)C.[NH4+].C(=O)([O-])O.[Na+]>C(O)(=O)C>[F:1][C:2]1[CH:9]=[CH:8][CH:7]=[CH:6][C:3]=1[CH:4]=[C:13]([N+:10]([O-:12])=[O:11])[CH2:14][CH3:15] |f:2.3,4.5|. Procedure details: 30 ml of acetic acid were added to 4.73 g (38.11 mmole) of 2-fluorobenzaldehyde, 4.41 g (49.49 mmole) of nitropropane and 3.23 g (41.90 mmole) of ammonium acetate, and the resulting mixture was heated under reflux, whilst stirring, for 4 hours. At the end of this time, the reaction mixture was cooled to room temperature, neutralized with an aqueous solution of sodium hydrogencarbonate and extracted with diethyl ether. The extract was dried over anhydrous magnesium sulfate, and then xylene was ad... Starting materials: CC(C)(OC(=O)N(C1=NC=C(C=C1C1=NN=NN1C1=C(C(=CC=C1)F)F)Br)C(=O)OC(C)(C)C)C (N,N-di(1,1-dimethylethoxycarbonyl)-3-(1-(2,3-difluorophenyl)-1H-tetrazol-5-yl)-5-bromopyridin-2-amine), C(#C)[Si](C)(C)C (ethynyltrimethylsilane). The reagents and catalysts are [Cu]I (copper(I) iodide). Solvent: C(Cl)Cl (CH2Cl2), C(Cl)Cl (methylene chloride), C(C)NCC (diethylamine). Run at temperature 50 celsius. The product is CC(C)(OC(=O)N(C1=NC=C(C=C1C1=NN=NN1C1=C(C(=CC=C1)F)F)C#C[Si](C)(C)C)C(=O)OC(C)(C)C)C (N,N-di(1,1-dimethylethoxycarbonyl)-3-(1-(2,3-difluorophenyl)-1H-tetrazol-5-yl)-5-(2-(trimethylsilyl)ethynyl)pyridin-2-amine). The yield is 29.3%. As a reaction SMILES: [CH3:1][C:2]([CH3:35])([O:4][C:5]([N:7]([C:28]([O:30][C:31]([CH3:34])([CH3:33])[CH3:32])=[O:29])[C:8]1[C:13]([C:14]2[N:18]([C:19]3[CH:24]=[CH:23][CH:22]=[C:21]([F:25])[C:20]=3[F:26])[N:17]=[N:16][N:15]=2)=[CH:12][C:11](Br)=[CH:10][N:9]=1)=[O:6])[CH3:3].[C:36]([Si:38]([CH3:41])([CH3:40])[CH3:39])#[CH:37]>C(NCC)C.C(Cl)Cl.[Cu]I>[CH3:1][C:2]([CH3:35])([O:4][C:5]([N:7]([C:28]([O:30][C:31]([CH3:34])([CH3:33])[CH3:32])=[O:29])[C:8]1[C:13]([C:14]2[N:18]([C:19]3[CH:24]=[CH:23][CH:22]=[C:21]([F:25])[C:20]=3[F:26])[N:17]=[N:16][N:15]=2)=[CH:12][C:11]([C:37]#[C:36][Si:38]([CH3:41])([CH3:40])[CH3:39])=[CH:10][N:9]=1)=[O:6])[CH3:3]. Procedure details: In a tube was placed N,N-di(1,1-dimethylethoxycarbonyl)-3-(1-(2,3-difluorophenyl)-1H-tetrazol-5-yl)-5-bromopyridin-2-amine (2.3 g, 4.1 mmol) in diethylamine (10 mL) with ethynyltrimethylsilane (1.5 g, 15.3 mmol) and the reaction was deoxygenated with a stream of nitrogen gas. To the mixture was added copper(I) iodide (554 mg, 2.9 mmol). The reaction vessel was sealed and warmed to 50° C. to achieve dissolution. To the mixture was added PdCl2dppf2.CH2Cl2 (190 mg, 0.06 eq). The reaction vessel was... Starting materials: BrC1=CC=CC(=N1)C#N (6-bromopicolinonitrile), IC=1C=NN(C1C(=O)O)C (4-iodo-1-methyl-1H-pyrazole-5-carboxylic acid). Product: C(#N)C1=CC=CC(=N1)C=1C=NN(C1C(=O)O)C (4-(6-cyanopyridin-2-yl)-1-methyl-1H-pyrazole-5-carboxylic acid). Isolated yield 0.5%. RXN SMILES: Br[C:2]1[N:7]=[C:6]([C:8]#[N:9])[CH:5]=[CH:4][CH:3]=1.I[C:11]1[CH:12]=[N:13][N:14]([CH3:19])[C:15]=1[C:16]([OH:18])=[O:17]>>[C:8]([C:6]1[N:7]=[C:2]([C:11]2[CH:12]=[N:13][N:14]([CH3:19])[C:15]=2[C:16]([OH:18])=[O:17])[CH:3]=[CH:4][CH:5]=1)#[N:9]. Reported procedure: Using 6-bromopicolinonitrile (0.73 g) and 4-iodo-1-methyl-1H-pyrazole-5-carboxylic acid (1 g), the title compound (4.7 mg) was obtained in the form of a colorless solid by the same method as that of (Example 3.22) <Step 1> or a method equivalent thereto. Reactants: COC(OC)N(C)C, Cc1cc(F)c(I)cc1[N+](=O)[O-], CN(C)C=O. The product is CN(C)C=Cc1cc(F)c(I)cc1[N+](=O)[O-]. Reaction SMILES: [CH3:1][O:2][CH:3]([N:4]([CH3:5])[CH3:6])[O:7][CH3:8].[I:9][c:10]1[c:11]([F:20])[cH:12][c:13]([CH3:19])[c:14]([N+:16](=[O:17])[O-:18])[cH:15]1.[O:21]=[CH:22][N:23]([CH3:24])[CH3:25]>>[CH:3]([N:4]([CH3:5])[CH3:6])=[CH:19][c:13]1[cH:12][c:11]([F:20])[c:10]([I:9])[cH:15][c:14]1[N+:16](=[O:17])[O-:18]. Starting materials: C12(CC3CC(CC(C1)C3)C2)C2=C(C=C(C=C2)Br)O (2-(1-Adamantyl)-5-bromophenol), [H-].[Na+] (sodium hydride), C1CCOC1 (THF). The product is C12(CC3CC(CC(C1)C3)C2)C2=C(C=C(C=C2)Br)OC (2-(1-Adamantyl)-5-bromoanisole). As a reaction SMILES: [H-].[Na+].[C:3]12([C:13]3[CH:18]=[CH:17][C:16]([Br:19])=[CH:15][C:14]=3[OH:20])[CH2:12][CH:7]3[CH2:8][CH:9]([CH2:11][CH:5]([CH2:6]3)[CH2:4]1)[CH2:10]2.[CH2:21]1COCC1>>[C:3]12([C:13]3[CH:18]=[CH:17][C:16]([Br:19])=[CH:15][C:14]=3[O:20][CH3:21])[CH2:4][CH:5]3[CH2:11][CH:9]([CH2:8][CH:7]([CH2:6]3)[CH2:12]1)[CH2:10]2 |f:0.1|. Procedure: 1.6 g (53 mmol) of sodium hydride (80% in oil) and 50 mi of THF are introduced into a round-bottomed flask and a solution of 15 g (49 mmol) of the phenol obtained above in (a), dissolved in 100 mi of DMF, is added dropwise. The mixture is stirred until gaseous evolution has ceased and 3.1 ml (49 mmol) of methyl iodide are then introduced. The mixture is stirred at room temperature for four hours, the reaction medium is poured into water and the organic phase is separated after settling has taken... Starting materials: CCOC(C)=O, COc1c(C)cc(C2(c3ccc([N+](=O)[O-])cc3)C(=O)N(Cc3ccccc3Cl)c3ccccc32)cc1C, Cl, Cl, [Cu], c1ccncc1. Yields the product Cc1cc(C2(c3ccc([N+](=O)[O-])cc3)C(=O)N(Cc3ccccc3Cl)c3ccccc32)cc(C)c1O. Reaction SMILES: [CH3:47][CH2:48][O:49][C:50](=[O:51])[CH3:52].[Cl:1][c:2]1[c:3]([CH2:4][N:5]2[C:6](=[O:33])[C:7]([c:14]3[cH:15][cH:16][c:17]([N+:20](=[O:21])[O-:22])[cH:18][cH:19]3)([c:23]3[cH:24][c:25]([CH3:32])[c:26]([O:30][CH3:31])[c:27]([CH3:29])[cH:28]3)[c:8]3[cH:9][cH:10][cH:11][cH:12][c:13]32)[cH:34][cH:35][cH:36][cH:37]1.[ClH:38].[ClH:45].[Cu:46].[n:39]1[cH:40][cH:41][cH:42][cH:43][cH:44]1>>[Cl:1][c:2]1[c:3]([CH2:4][N:5]2[C:6](=[O:33])[C:7]([c:14]3[cH:15][cH:16][c:17]([N+:20](=[O:21])[O-:22])[cH:18][cH:19]3)([c:23]3[cH:24][c:25]([CH3:32])[c:26]([OH:30])[c:27]([CH3:29])[cH:28]3)[c:8]3[cH:9][cH:10][cH:11][cH:12][c:13]32)[cH:34][cH:35][cH:36][cH:37]1. The reactants are 3,3,3-triacetoxy-3-iodophthalide, FC(C)(F)C=1C=C(C=CC1)CO ([3-(1,1-Difluoro-ethyl)-phenyl]-methanol), C(C)OCC (diethyl ether), C([O-])(O)=O.[Na+] (sodium bicarbonate), S(=S)(=O)([O-])[O-].[Na+].[Na+] (sodium thiosulfate). Run in ClCCl (dichloromethane), ClCCl (dichloromethane). Conditions: time 30 minute. Yields the product FC(C)(F)C=1C=C(C=O)C=CC1 (3-(1,1-Difluoro-ethyl)-benzaldehyde). Isolated yield 70.0%. Reaction SMILES: [F:1][C:2]([C:5]1[CH:6]=[C:7]([CH2:11][OH:12])[CH:8]=[CH:9][CH:10]=1)([F:4])[CH3:3].C(OCC)C.C(=O)(O)[O-].[Na+].S([O-])([O-])(=O)=S.[Na+].[Na+]>ClCCl>[F:1][C:2]([C:5]1[CH:6]=[C:7]([CH:8]=[CH:9][CH:10]=1)[CH:11]=[O:12])([F:4])[CH3:3] |f:2.3,4.5.6|. Procedure details: Add a solution of [3-(1,1-Difluoro-ethyl)-phenyl]-methanol (3.47 mmol) in dichloromethane (10.5 mL) dropwise to a suspension of 3,3,3-triacetoxy-3-iodophthalide (3.64 mmol) in dichloromethane (10.5 mL) at room temperature. Stir for 30 minutes. Add diethyl ether (10 mL) and 5% aqueous sodium bicarbonate (10 mL) containing sodium thiosulfate (3 g). Mix well for 20 minutes. Separate the layers, and extract the aqueous with ethyl ether. Combine the organic layers, wash with brine, dry over sodium su... Starting materials: SC1=NNC=N1 (3-mercapto-1,2,4-triazole), CN1N=NN=C1SC1=C/C(/C2=CC=CC=C2C1=O)=N\S(=O)(=O)C1=CC=C(C=C1)C1=CC=CC=C1 ((E)-N-(3-(1-methyl-1H-tetrazol-5-ylthio)-4-oxonaphthalen-1(4H)-ylidene)biphenyl-4-sulfonamide), ClC1=C/C(/C2=CC=CC=C2C1=O)=N\S(=O)(=O)C1=CC=CC=C1 ((E)-N-(3-chloro-4-oxonaphthalen-1(4H)-ylidene)benzenesulfonamide). Product: N1N=C(N=C1)SC1=C/C(/C2=CC=CC=C2C1=O)=N\S(=O)(=O)C1=CC=CC=C1 ((E)-N-(3-(1H-1,2,4-triazol-3-ylthio)-4-oxonaphthalen-1(4H)-ylidene)benzenesulfonamide), CN1N=NN=C1SC1=C/C(/C2=CC=CC=C2C1=O)=N\S(=O)(=O)C1=CC=C(C=C1)C1=CC=CC=C1 ((E)-N-(3-(1-methyl-1H-tetrazol-5-ylthio)-4-oxonaphthalen-1(4H)-ylidene)biphenyl-4-sulfonamide). Isolated yield 66.7%. As a reaction SMILES: [CH3:1][N:2]1[C:6]([S:7][C:8]2[C:17](=[O:18])[C:16]3[C:11](=[CH:12][CH:13]=[CH:14][CH:15]=3)/[C:10](=[N:19]/[S:20]([C:23]3[CH:28]=[CH:27][C:26]([C:29]4[CH:34]=[CH:33][CH:32]=[CH:31][CH:30]=4)=[CH:25][CH:24]=3)(=[O:22])=[O:21])/[CH:9]=2)=[N:5][N:4]=[N:3]1.ClC1C(=O)C2C(=CC=CC=2)/C(=N/S(C2C=CC=CC=2)(=O)=O)/C=1.SC1N=CNN=1>>[NH:4]1[CH:1]=[N:2][C:6]([S:7][C:8]2[C:17](=[O:18])[C:16]3[C:11](=[CH:12][CH:13]=[CH:14][CH:15]=3)/[C:10](=[N:19]/[S:20]([C:23]3[CH:24]=[CH:25][CH:26]=[CH:27][CH:28]=3)(=[O:21])=[O:22])/[CH:9]=2)=[N:5]1.[CH3:1][N:2]1[C:6]([S:7][C:8]2[C:17](=[O:18])[C:16]3[C:11](=[CH:12][CH:13]=[CH:14][CH:15]=3)/[C:10](=[N:19]/[S:20]([C:23]3[CH:28]=[CH:27][C:26]([C:29]4[CH:34]=[CH:33][CH:32]=[CH:31][CH:30]=4)=[CH:25][CH:24]=3)(=[O:21])=[O:22])/[CH:9]=2)=[N:5][N:4]=[N:3]1. Procedure: (E)-N-(3-(1H-1,2,4-triazol-3-ylthio)-4-oxonaphthalen-1(4H)-ylidene)benzenesulfonamide (13aj) was prepared according to the procedure for 13x except using 12h and 3-mercapto-1,2,4-triazole, affording 52.9 mg (66.7%) title compound as a yellow solid.